This data is from the Open Reaction Database (ORD), a public repository of structured organic reaction records. The task is: describe an organic reaction: reactants, conditions, products, and yield Starting materials: CN1CCc2ccc(Cl)c3c4c(n(c23)CC1)CCC4, CC(Cl)OC(=O)Cl, CC(Cl)Cl. Yields the product Clc1ccc2c3c1c1c(n3CCNCC2)CCC1. RXN SMILES: [Cl:1][c:2]1[c:3]2[c:4]3[c:5]([n:6]4[c:7]2[c:8]([cH:9][cH:10]1)[CH2:11][CH2:12][N:13]([CH3:16])[CH2:14][CH2:15]4)[CH2:17][CH2:18][CH2:19]3.[Cl:20][C:21]([O:22][CH:23]([Cl:24])[CH3:25])=[O:26].[Cl:27][CH:28]([Cl:29])[CH3:30]>>[Cl:1][c:2]1[c:3]2[c:4]3[c:5]([n:6]4[c:7]2[c:8]([cH:9][cH:10]1)[CH2:11][CH2:12][NH:13][CH2:14][CH2:15]4)[CH2:17][CH2:18][CH2:19]3.